This data is from the Open Reaction Database (ORD), a public repository of structured organic reaction records. The task is: describe an organic reaction: reactants, conditions, products, and yield Starting materials: C(C)O[SiH](OCC)OCC (Triethoxysilane), [OH-].[Na+] (NaOH), C1(=CC=CC=C1)CCC(C)=O (4-phenyl-2-butanone). Reagents/catalysts: CC([O-])C.[Dy+3].CC([O-])C.CC([O-])C (dysprosium (III) isopropoxide). Solvent: C1CCOC1 (THF). Reaction conditions: temperature 60 celsius, time 0.5 hour. Product: C1(=CC=CC=C1)CCC(C)O (4-phenyl-2-butanol). Isolated yield 51.9%. RXN SMILES: C(O[SiH](OCC)OCC)C.[C:11]1([CH2:17][CH2:18][C:19](=[O:21])[CH3:20])[CH:16]=[CH:15][CH:14]=[CH:13][CH:12]=1.[OH-].[Na+]>CC(C)[O-].[Dy+3].CC(C)[O-].CC(C)[O-].C1COCC1>[C:11]1([CH2:17][CH2:18][CH:19]([OH:21])[CH3:20])[CH:16]=[CH:15][CH:14]=[CH:13][CH:12]=1 |f:2.3,4.5.6.7|. Reported procedure: A dry Schlenk tube under argon was charged with 51 mg (0.15 mmol) of dysprosium (III) isopropoxide. Triethoxysilane (1.4 mL, 7.5 mmol) was added, and the reaction mixture was heated to 60° C. After 0.5 hours, 4-phenyl-2-butanone (450 μL, 3 mmol) was added. After 24 hours, the reaction was complete, as determined by GLC analysis of a aliquot taken from the reaction mixture. THF (8 mL) and aqueous NaOH (1 N, 15 mL) were added, and the mixture was stirred vigorously for 12 hours. After work-up as i... Reactants: COc1cc([N+](=O)[O-])ccc1-c1nnc(-c2c(-c3ccccc3)noc2C)o1, CCOC(C)=O, CCO, Cl, [Fe], [Na+], [Na+], O=C([O-])[O-]. Product: COc1cc(N)ccc1-c1nnc(-c2c(-c3ccccc3)noc2C)o1. As a reaction SMILES: [CH3:1][O:2][c:3]1[c:4](-[c:12]2[o:13][c:14](-[c:17]3[c:18](-[c:23]4[cH:24][cH:25][cH:26][cH:27][cH:28]4)[n:19][o:20][c:21]3[CH3:22])[n:15][n:16]2)[cH:5][cH:6][c:7]([N+:9]([O-:10])=[O:11])[cH:8]1.[CH3:36][CH2:37][O:38][C:39](=[O:40])[CH3:41].[CH3:42][CH2:43][OH:44].[ClH:29].[Fe:45].[Na+:30].[Na+:31].[O-:32][C:33](=[O:34])[O-:35]>>[CH3:1][O:2][c:3]1[c:4](-[c:12]2[o:13][c:14](-[c:17]3[c:18](-[c:23]4[cH:24][cH:25][cH:26][cH:27][cH:28]4)[n:19][o:20][c:21]3[CH3:22])[n:15][n:16]2)[cH:5][cH:6][c:7]([NH2:9])[cH:8]1. Product: ClCCCCCCOC1OCCCC1 (2-(6-Chlorohexyloxy)tetrahydropyrane). Starting materials: ClCCCCCCO (6-chlorohexanol), O1CCCC=C1 (dihydropyrane), C([O-])(O)=O.[Na+] (sodium bicarbonate), CCOCC (ether). Run in C(Cl)Cl (methylenechloride), C(Cl)Cl (methylenechloride). Yield: 86.6%. Run at time 15 hour. The reagents and catalysts are C1(=CC=C(C=C1)S(=O)(=O)O)C (p-toluenesulphonic acid). Procedure details: To a mixture of 15 g of 6-chlorohexanol, 100 ml of methylenechloride and 0.2 g of p-toluenesulphonic acid were added dropwise 12 g of dihydropyrane in 40 ml of methylenechloride. The reaction mixture was stirred for 15 h at room temperature and then distributed between ether and saturated sodium bicarbonate solution. The ether phase was washed with water, dried over sodium sulphate, filtered and concentrated to dryness. Chromatography of the residue on silica using hexane/ether (3:1) gave 21 g o... RXN SMILES: [Cl:1][CH2:2][CH2:3][CH2:4][CH2:5][CH2:6][CH2:7][OH:8].[O:9]1[CH:14]=[CH:13][CH2:12][CH2:11][CH2:10]1.CCOCC.C(=O)(O)[O-].[Na+]>C(Cl)Cl.C1(C)C=CC(S(O)(=O)=O)=CC=1>[Cl:1][CH2:2][CH2:3][CH2:4][CH2:5][CH2:6][CH2:7][O:8][CH:10]1[CH2:11][CH2:12][CH2:13][CH2:14][O:9]1 |f:3.4|. Starting materials: acetal, COC(CCCCCCC(OC)OC)OC (1,1,8,8-tetramethoxyoctane). The solvent is O (water), O (water). Yields the product C(CCCCCCC=O)=O (1,8-octanedial). Reaction SMILES: C[O:2][CH:3](OC)[CH2:4][CH2:5][CH2:6][CH2:7][CH2:8][CH2:9][CH:10](OC)[O:11]C>O>[CH:10](=[O:11])[CH2:9][CH2:8][CH2:7][CH2:6][CH2:5][CH2:4][CH:3]=[O:2]. Reported procedure: When the formation of the acetal is complete, the solution is neutralized under cold conditions and diluted with water. In the course of this, 1,1,8,8-tetramethoxyoctane separates out as a water-insoluble oil; it is separated off and the remaining solution is extracted with petroleum ether. The product phases are combined, freed from petroleum ether and fractionated in vacuo. This gives 322 g of 1,1,8,8-tetramethoxyoctane boiling at 147°-149° C./30, corresponding to 91.7% of theory. The solvent is O (water). Reaction conditions: time 2 hour. Isolated yield 59.0%. The reactants are OOS(=O)[O-].[K+] (Oxone), C(C)SCC=1N(C(=CN1)C1=NC(=NC=C1)NC1=CC=C(C=C1)S(NCCOCC)(=O)=O)CCC (4-[2-(ethylthiomethyl)-1-(propyl)imidazol-5-yl]-2-{4-[N-(2-ethoxyethyl)sulphamoyl]anilino}pyrimidine), CO.CC(=O)C.O (MeOH acetone water). Reported procedure: Oxone (123 mg, 0.2 mmol) was added to a stirred solution of 4-[2-(ethylthiomethyl)-1-(propyl)imidazol-5-yl]-2-{4-[N-(2-ethoxyethyl)sulphamoyl]anilino}pyrimidine (Example 82; 70 mg, 0.14 mmol) in MeOH/acetone/water (15:5:3) (2 ml) at 0-4° C. The solution was allowed to warm to ambient temperature and stirred for 2 hr. The reaction mixture was diluted with water and extracted with EtOAc. The extracts were combined, washed with brine, dried (Na2SO4) and the volatiles removed by evaporation. The res... Product: C(C)S(=O)(=O)CC=1N(C(=CN1)C1=NC(=NC=C1)NC1=CC=C(C=C1)S(NCCOCC)(=O)=O)CCC (4-[2-(Ethylsulphonylmethyl)-1-(propyl)imidazol-5-yl]-2-{4-[N-(2-ethoxyethyl)sulphamoyl]anilino}pyrimidine). Reaction SMILES: OO[S:3]([O-:5])=[O:4].[K+].C(S[CH2:10][C:11]1[N:12]([CH2:38][CH2:39][CH3:40])[C:13]([C:16]2[CH:21]=[CH:20][N:19]=[C:18]([NH:22][C:23]3[CH:28]=[CH:27][C:26]([S:29](=[O:37])(=[O:36])[NH:30][CH2:31][CH2:32][O:33][CH2:34][CH3:35])=[CH:25][CH:24]=3)[N:17]=2)=[CH:14][N:15]=1)C.CO.[CH3:43][C:44](C)=O.O>O>[CH2:43]([S:3]([CH2:10][C:11]1[N:12]([CH2:38][CH2:39][CH3:40])[C:13]([C:16]2[CH:21]=[CH:20][N:19]=[C:18]([NH:22][C:23]3[CH:24]=[CH:25][C:26]([S:29](=[O:37])(=[O:36])[NH:30][CH2:31][CH2:32][O:33][CH2:34][CH3:35])=[CH:27][CH:28]=3)[N:17]=2)=[CH:14][N:15]=1)(=[O:5])=[O:4])[CH3:44] |f:0.1,3.4.5|.